This data is from the Open Reaction Database (ORD), a public repository of structured organic reaction records. The task is: describe an organic reaction: reactants, conditions, products, and yield Reactants: [N+](=O)([O-])C1=CC=C(C=C1)C1=NNC=N1 (3-(4-nitrophenyl)-1H-1,2,4-triazole), BrC1=CC=C(C=C1)C(F)(F)F (1-bromo-4-(trifluoromethyl)benzene), C([O-])([O-])=O.[Cs+].[Cs+] (cesium carbonate), OC=1C=CC=C2C=CC=NC12 (8-hydroxyquinoline). Reagents/catalysts: [Cu]I (copper(I) iodide). The solvent is CN(C)C=O.O (N,N′-dimethylformamide water). Reaction conditions: temperature 140 celsius. The product is [N+](=O)([O-])C1=CC=C(C=C1)C1=NN(C=N1)C1=CC=C(C=C1)C(F)(F)F (3-(4-nitrophenyl)-1-(4-(trifluoromethyl)phenyl)-1H-1,2,4-triazole). Isolated yield 62.7%. Reaction SMILES: [N+:1]([C:4]1[CH:9]=[CH:8][C:7]([C:10]2[N:14]=[CH:13][NH:12][N:11]=2)=[CH:6][CH:5]=1)([O-:3])=[O:2].Br[C:16]1[CH:21]=[CH:20][C:19]([C:22]([F:25])([F:24])[F:23])=[CH:18][CH:17]=1.C(=O)([O-])[O-].[Cs+].[Cs+].OC1C=CC=C2C=1N=CC=C2>CN(C=O)C.O.[Cu]I>[N+:1]([C:4]1[CH:5]=[CH:6][C:7]([C:10]2[N:14]=[CH:13][N:12]([C:16]3[CH:21]=[CH:20][C:19]([C:22]([F:25])([F:24])[F:23])=[CH:18][CH:17]=3)[N:11]=2)=[CH:8][CH:9]=1)([O-:3])=[O:2] |f:2.3.4,6.7|. Procedure details: A mixture of 3-(4-nitrophenyl)-1H-1,2,4-triazole (20.0 g, 105 mmol), 1-bromo-4-(trifluoromethyl)benzene (28.0 g, 124 mmol), cesium carbonate (68.4 g, 210 mmol), copper(I) iodide (2.59 g, 13.6 mmol), and 8-hydroxyquinoline (1.80 g, 12.4 mmol) in N,N′-dimethylformamide/water (9:1, 142 mL) under nitrogen was heated to 140° C. for 18 hours. The reaction was cooled to room temperature (about 22° C.) and quenched with ammonium hydroxide (10 mL). The reaction mixture was extracted with ethyl acetate. T... Reactants: 60A, Cl.[N+](=O)([O-])C1=CC=C(CCN)C=C1 (4--Nitrophenethylamine hydrochloride), Cl.N1(N=CC=C1)C(=N)N (1H-pyrazole-1-carboxamidine hydrochloride), N-diisopropylethylamine. The solvent is C(C)#N (acetonitrile), O (water). Yields the product Cl.Cl.N(C(=N)N)CCC1=CC=C(N)C=C1 (4-(2-Guanidinoethyl)aniline dihydrochloride), [N+](=O)([O-])C1=CC=C(CCNC(=N)N)C=C1 (4-nitrophenethylguanidine). RXN SMILES: [ClH:1].[N+:2]([C:5]1[CH:13]=[CH:12][C:8]([CH2:9][CH2:10][NH2:11])=[CH:7][CH:6]=1)([O-:4])=[O:3].Cl.[N:15]1([C:20]([NH2:22])=[NH:21])[CH:19]=[CH:18][CH:17]=N1>C(#N)C.O>[ClH:1].[ClH:1].[NH:11]([CH2:10][CH2:9][C:8]1[CH:12]=[CH:13][C:5]([NH2:2])=[CH:6][CH:7]=1)[C:20]([NH2:21])=[NH:15].[N+:2]([C:5]1[CH:13]=[CH:12][C:17]([CH2:18][CH2:19][NH:15][C:20]([NH2:22])=[NH:21])=[CH:7][CH:6]=1)([O-:4])=[O:3] |f:0.1,2.3,6.7.8|. Reported procedure: 4-(2-Guanidinoethyl)aniline dihydrochloride was prepared as follows. 4--Nitrophenethylamine hydrochloride (1.013 g, 5 mmol), 1H-pyrazole-1-carboxamidine hydrochloride (0.733 g, 5 mmol) and N-diisopropylethylamine (0.88 ml, 5 mmol) in acetonitrile (10 ml) and water (10 ml) were stirred at ambient temperature for 16 hours. Preparative RP-HPLC was carried out in two portions using a Dynamax 60A, C18 column (one inch internal diameter) eluting with acetonitrile and water containing 0.1% TFA to affor... Reactants: ClC=1C(=CC(=C(C1)N)[N+](=O)[O-])C(F)(F)F (5-chloro-2-nitro-4-trifluoromethyl-phenylamine), [OH-].[K+] (KOH), CCO (EtOH). RXN SMILES: Cl[C:2]1[C:3]([C:12]([F:15])([F:14])[F:13])=[CH:4][C:5]([N+:9]([O-:11])=[O:10])=[C:6]([NH2:8])[CH:7]=1.[OH-].[K+].[CH3:18][CH2:19][OH:20]>CS(C)=O>[CH2:19]([O:20][C:2]1[C:3]([C:12]([F:15])([F:14])[F:13])=[CH:4][C:5]([N+:9]([O-:11])=[O:10])=[C:6]([NH2:8])[CH:7]=1)[CH3:18] |f:1.2|. The solvent is CS(=O)C (DMSO). Yields the product C(C)OC=1C(=CC(=C(C1)N)[N+](=O)[O-])C(F)(F)F (5-Ethoxy-2-nitro-4-trifluoromethyl-phenylamine), solid. Procedure: The title compound was prepared from 5-chloro-2-nitro-4-trifluoromethyl-phenylamine [CAS-No. 35375-74-7] (7.06 g, 29.3 mmol) and KOH (4.26 g, 64.6 mmol) in EtOH (30 mL) and DMSO (60 mL) according to the general procedure E. Obtained as a yellow solid (4.20 g). The reactants are Cc1cc(Br)cc(C)c1O, CC(C)(C)OC(=O)N1CCCC(CO)C1, CCCCCC, CCOC(=O)N=NC(=O)OCC, C1CCOC1, c1ccc(P(c2ccccc2)c2ccccc2)cc1. The product is Cc1cc(Br)cc(C)c1OCC1CCCN(C(=O)OC(C)(C)C)C1. RXN SMILES: [Br:28][c:29]1[cH:30][c:31]([CH3:37])[c:32]([OH:36])[c:33]([CH3:35])[cH:34]1.[C:13]([CH3:14])([CH3:15])([CH3:16])[O:17][C:18](=[O:19])[N:20]1[CH2:21][CH:22]([CH2:26][OH:27])[CH2:23][CH2:24][CH2:25]1.[CH3:62][CH2:63][CH2:64][CH2:65][CH2:66][CH3:67].[O:1]=[C:2]([O:3][CH2:4][CH3:5])[N:6]=[N:7][C:8]([O:9][CH2:10][CH3:11])=[O:12].[O:57]1[CH2:58][CH2:59][CH2:60][CH2:61]1.[c:38]1([P:39]([c:40]2[cH:41][cH:42][cH:43][cH:44][cH:45]2)[c:46]2[cH:47][cH:48][cH:49][cH:50][cH:51]2)[cH:52][cH:53][cH:54][cH:55][cH:56]1>>[C:13]([CH3:14])([CH3:15])([CH3:16])[O:17][C:18](=[O:19])[N:20]1[CH2:21][CH:22]([CH2:26][O:27][c:32]2[c:31]([CH3:37])[cH:30][c:29]([Br:28])[cH:34][c:33]2[CH3:35])[CH2:23][CH2:24][CH2:25]1. RXN SMILES: [Br:23][c:24]1[cH:25][c:26]([S:27][CH3:28])[c:29]([Cl:30])[n:31][cH:32]1.[C:33](=[O:34])([O-:35])[OH:36].[CH:38]([Cl:39])([Cl:40])[Cl:41].[Cl:1][c:2]1[n:3][cH:4][cH:5][cH:6][c:7]1[S:8](=[O:9])(=[O:10])[CH3:11].[Na+:37].[OH:12][O:13][C:14]([c:15]1[cH:16][c:17]([Cl:18])[cH:19][cH:20][cH:21]1)=[O:22]>>[Cl:1][c:2]1[n:3][cH:4][c:5]([Br:23])[cH:6][c:7]1[S:8](=[O:9])(=[O:10])[CH3:11]. Reactants: CSc1cc(Br)cnc1Cl, O=C([O-])O, ClC(Cl)Cl, CS(=O)(=O)c1cccnc1Cl, [Na+], O=C(OO)c1cccc(Cl)c1. The product is CS(=O)(=O)c1cc(Br)cnc1Cl. The reactants are CN(C=O)C (N,N-dimethylformamide), NC1=C(C=C(C(=N1)N1C=C(C(C2=CC(=C(C(=C12)Cl)F)F)=O)C(=O)O)F)F (1-(6-amino-3,5-difluoropyridine-2-yl)-8-chloro-6,7-difluoro-4-oxo-1,4-dihydroquinoline-3-carboxylic acid), Cl.Cl.C(C)NC1CNC1 (3-(ethylamino)azetidine dihydrochloride), CN1CCCC1 (N-methylpyrrolidine). Run in C(C)O (ethanol). Run at temperature 90 celsius, time 15 minute. Yields the product C(C)NC1CN(C1)C1=C(C=C2C(C(=CN(C2=C1Cl)C1=NC(=C(C=C1F)F)N)C(=O)O)=O)F (7-[3-(ethylamino)azetidine-1-yl]-1-(6-amino-3,5-difluoropyridine-2-yl)-8-chloro-6-fluoro-4-oxo-1,4-dihydroquinoline-3-carboxylic acid). The yield is 88.7%. Reaction SMILES: CN(C)C=O.[NH2:6][C:7]1[N:12]=[C:11]([N:13]2[C:22]3[C:17](=[CH:18][C:19]([F:25])=[C:20](F)[C:21]=3[Cl:23])[C:16](=[O:26])[C:15]([C:27]([OH:29])=[O:28])=[CH:14]2)[C:10]([F:30])=[CH:9][C:8]=1[F:31].Cl.Cl.[CH2:34]([NH:36][CH:37]1[CH2:40][NH:39][CH2:38]1)[CH3:35].CN1CCCC1>C(O)C>[CH2:34]([NH:36][CH:37]1[CH2:40][N:39]([C:20]2[C:21]([Cl:23])=[C:22]3[C:17]([C:16](=[O:26])[C:15]([C:27]([OH:29])=[O:28])=[CH:14][N:13]3[C:11]3[C:10]([F:30])=[CH:9][C:8]([F:31])=[C:7]([NH2:6])[N:12]=3)=[CH:18][C:19]=2[F:25])[CH2:38]1)[CH3:35] |f:2.3.4|. Procedure: To 310 mg of N,N-dimethylformamide were added 100 mg of 1-(6-amino-3,5-difluoropyridine-2-yl)-8-chloro-6,7-difluoro-4-oxo-1,4-dihydroquinoline-3-carboxylic acid, 70 mg of 3-(ethylamino)azetidine dihydrochloride, and 150 mg of N-methylpyrrolidine, and the mixture was stirred at 90° C. for 15 minutes. After adding 1 ml of ethanol, the mixture was allowed to cool, and the precipitate was collected by filtration and washed with ethanol and diisopropylether successively to obtain 107 mg of the title ... Reactants: COC(C1=C(C(=CC=C1)C=O)N(CCCCCCCC)S(=O)(=O)C1=CC=C(C=C1)OC)=O (3-Formyl-2-[(4-methoxy-benzenesulfonyl)-octyl-amino]-benzoic acid methyl ester), [BH4-].[Na+] (sodium borohydride). The solvent is CO (methanol), C1CCOC1 (THF). Run at time 2 hour. The product is COC(C1=C(C(=CC=C1)CO)N(CCCCCCCC)S(=O)(=O)C1=CC=C(C=C1)OC)=O (3-Hydroxymethyl-2-[(4-methoxy-benzenesulfonyl)-octyl-amino]-benzoic acid methyl ester). Reaction SMILES: [CH3:1][O:2][C:3](=[O:32])[C:4]1[CH:9]=[CH:8][CH:7]=[C:6]([CH:10]=[O:11])[C:5]=1[N:12]([S:21]([C:24]1[CH:29]=[CH:28][C:27]([O:30][CH3:31])=[CH:26][CH:25]=1)(=[O:23])=[O:22])[CH2:13][CH2:14][CH2:15][CH2:16][CH2:17][CH2:18][CH2:19][CH3:20].[BH4-].[Na+]>CO.C1COCC1>[CH3:1][O:2][C:3](=[O:32])[C:4]1[CH:9]=[CH:8][CH:7]=[C:6]([CH2:10][OH:11])[C:5]=1[N:12]([S:21]([C:24]1[CH:25]=[CH:26][C:27]([O:30][CH3:31])=[CH:28][CH:29]=1)(=[O:23])=[O:22])[CH2:13][CH2:14][CH2:15][CH2:16][CH2:17][CH2:18][CH2:19][CH3:20] |f:1.2|. Procedure: To a solution of 0.547 g (1.187 mmol) of the product of Example 322 in 10 mL of methanol and 3 mL of THF was added 0.045 g (1.187 mmol) of sodium borohydride. The reaction was stired for 2 h at room temperature and then concentrated in vacuo. The residue was diluted with ether and washed with 5% HCl and water, dried over MgSO4, filtered and concentrated in vacuo to provide 0.549 g (100%) as a colorless oil. Electrospray Mass Spec: 464.2 (M+H)+. Starting materials: CCO, COC(=O)c1ccc2[nH]c(C)c(Cc3ccc(-c4ccccc4)cc3Cl)c2c1, Cl, [Na+], [OH-], O. Product: Cc1[nH]c2ccc(C(=O)O)cc2c1Cc1ccc(-c2ccccc2)cc1Cl. Reaction SMILES: [CH3:29][CH2:30][OH:31].[Cl:1][c:2]1[c:3]([CH2:4][c:5]2[c:6]([CH3:18])[nH:7][c:8]3[cH:9][cH:10][c:11]([C:14](=[O:15])[O:16][CH3:17])[cH:12][c:13]23)[cH:19][cH:20][c:21](-[c:23]2[cH:24][cH:25][cH:26][cH:27][cH:28]2)[cH:22]1.[ClH:34].[Na+:33].[OH-:32].[OH2:35]>>[Cl:1][c:2]1[c:3]([CH2:4][c:5]2[c:6]([CH3:18])[nH:7][c:8]3[cH:9][cH:10][c:11]([C:14](=[O:15])[OH:16])[cH:12][c:13]23)[cH:19][cH:20][c:21](-[c:23]2[cH:24][cH:25][cH:26][cH:27][cH:28]2)[cH:22]1. The reactants are S(=O)(Cl)Cl (thionyl chloride), CC1=CC=C(S1)C(=O)O (5-methylthiophene-2-carboxylic acid), CO (MeOH). The solvent is CCOC(=O)C (EtOAc). The product is COC(=O)C=1SC(=CC1)C (Methyl-5-methylthiophene-2-carboxylate). Isolated yield 97.0%. Reaction SMILES: S(Cl)(Cl)=O.[CH3:5][C:6]1[S:10][C:9]([C:11]([OH:13])=[O:12])=[CH:8][CH:7]=1.[CH3:14]O>CCOC(C)=O>[CH3:14][O:12][C:11]([C:9]1[S:10][C:6]([CH3:5])=[CH:7][CH:8]=1)=[O:13]. Reported procedure: Add thionyl chloride (153 ml, 2.1 mol) dropwise over 20 min to a solution of 5-methylthiophene-2-carboxylic acid (100 g, 0.703 mol) in MeOH (1 L) at 0° C. and stir. After the addition is complete, heat the reaction mixture to reflux for 3.5 hours. Cool and concentrate in vacuo to give a thick oil. Dilute the oil with EtOAc (500 ml) and sequentially wash with water (300 ml) then brine (300 ml). Dry the organic layer over sodium sulfate. Remove the solids by filtration. Collect the filtrate and co...